From a dataset of the Open Reaction Database (ORD), a public repository of structured organic reaction records. describe an organic reaction: reactants, conditions, products, and yield The reactants are [OH-].[K+] (potassium hydroxide), NCC(O)C1=CC(=C(C=C1)OC)OC (2-amino-1-(3,4-dimethoxyphenyl)-ethanol), CS(=O)C (dimethyl sulfoxide). Run in C(=S)=S (carbon disulfide). Reaction conditions: time 2.5 hour. The product is COC=1C=C(C=CC1OC)C1CNC(O1)=S (5-(3,4-dimethoxyphenyl)-2-oxazolidinethione), COC=1C=C(C=CC1OC)C1CNC(S1)=O (5-(3,4-dimethoxyphenyl)-2-thiazolidinone). Isolated yield 6.0%. As a reaction SMILES: [NH2:1][CH2:2][CH:3]([C:5]1[CH:10]=[CH:9][C:8]([O:11][CH3:12])=[C:7]([O:13][CH3:14])[CH:6]=1)[OH:4].[CH3:15][S:16]([CH3:18])=O.[OH-:19].[K+]>C(=S)=S>[CH3:14][O:13][C:7]1[CH:6]=[C:5]([CH:3]2[O:4][C:15](=[S:16])[NH:1][CH2:2]2)[CH:10]=[CH:9][C:8]=1[O:11][CH3:12].[CH3:14][O:13][C:7]1[CH:6]=[C:5]([CH:3]2[S:16][C:18](=[O:19])[NH:1][CH2:2]2)[CH:10]=[CH:9][C:8]=1[O:11][CH3:12] |f:2.3|. Procedure: 45 mmol of 2-amino-1-(3,4-dimethoxyphenyl)-ethanol is dissolved in 65 ml. of absolute dimethyl sulfoxide and combined in succession with 1.8 g. of pulverized potassium hydroxide and 1.4 ml. of carbon disulfide at 10°. The reaction mixture is then stirred under the exclusion of moisture for 2.5 hours. After withdrawing the dimethyl sulfoxide under vacuum, the residue is combined with 100 ml. of water and extracted three times with 100 ml. of chloroform. The combined chloroform phases are dried ov... Reactants: CC1=CC=C(CN2C(=NC3=C2C=CC=C3)C)C=C1 (1-(4-methylbenzyl)-2-methylbenzimidazole), C=O (formaldehyde), aqueous solution. Solvent: N1=CC=CC=C1 (pyridine). Run at temperature 90 celsius, time 24 hour. The product is CC1=CC=C(CN2C(=NC3=C2C=CC=C3)CCO)C=C1 (1-(4-methylbenzyl)-2-(2-hydroxyethyl)benzimidazole), white solid. Yield: 41.0%. RXN SMILES: [CH3:1][C:2]1[CH:18]=[CH:17][C:5]([CH2:6][N:7]2[C:11]3[CH:12]=[CH:13][CH:14]=[CH:15][C:10]=3[N:9]=[C:8]2[CH3:16])=[CH:4][CH:3]=1.[CH2:19]=[O:20]>N1C=CC=CC=1>[CH3:1][C:2]1[CH:3]=[CH:4][C:5]([CH2:6][N:7]2[C:11]3[CH:12]=[CH:13][CH:14]=[CH:15][C:10]=3[N:9]=[C:8]2[CH2:16][CH2:19][OH:20])=[CH:17][CH:18]=1. Procedure details: Next, 1-(4-methylbenzyl)-2-(2-hydroxyethyl)benzimidazole was prepared. A mixture of 1-(4-methylbenzyl)-2-methylbenzimidazole (5.1 g, 21 mmol), formaldehyde (82 mmol as 6.7 g of the 37% aqueous solution), and 6.5 g of pyridine were stirred magnetically and heated to 90° C. After 24 h, the mixture was cooled to ambient and concentrated at reduced pressure to deposit a tan oil. The product was purified by flash chromatography (silica gel, 75% dichloromcthane/25% ether), followed by recrystallizatio... Starting materials: CCOC(=O)C=Cc1ccc(NC(=O)C2(NC(=O)OC(C)(C)C)CCCC2)cc1, CCOCC, ClCCl, Cl. Product: [Cl-], CCOC(=O)C=Cc1ccc(NC(=O)C2([NH3+])CCCC2)cc1. RXN SMILES: [C:1]([O:2][C:3](=[O:4])[NH:8][C:9]1([C:14](=[O:15])[NH:16][c:17]2[cH:18][cH:19][c:20]([CH:23]=[CH:24][C:25](=[O:26])[O:27][CH2:28][CH3:29])[cH:21][cH:22]2)[CH2:10][CH2:11][CH2:12][CH2:13]1)([CH3:5])([CH3:6])[CH3:7].[CH3:34][CH2:35][O:36][CH2:37][CH3:38].[Cl:31][CH2:32][Cl:33].[ClH:30]>>[Cl-:30].[NH3+:8][C:9]1([C:14](=[O:15])[NH:16][c:17]2[cH:18][cH:19][c:20]([CH:23]=[CH:24][C:25](=[O:26])[O:27][CH2:28][CH3:29])[cH:21][cH:22]2)[CH2:10][CH2:11][CH2:12][CH2:13]1. Starting materials: CC(C)(C)OC(=O)N1CCC(O)CC1, CCOC(C)=O, CCCCCC, C1CCOC1, O=Cc1ccc(O)cc1. Product: CC(C)(C)OC(=O)N1CCC(Oc2ccc(C=O)cc2)CC1. As a reaction SMILES: [C:10]([CH3:11])([CH3:12])([CH3:13])[O:14][C:15](=[O:16])[N:17]1[CH2:18][CH2:19][CH:20]([OH:23])[CH2:21][CH2:22]1.[C:24]([O:25][CH2:26][CH3:27])(=[O:28])[CH3:29].[CH3:30][CH2:31][CH2:32][CH2:33][CH2:34][CH3:35].[O:36]1[CH2:37][CH2:38][CH2:39][CH2:40]1.[OH:1][c:2]1[cH:3][cH:4][c:5]([CH:6]=[O:7])[cH:8][cH:9]1>>[O:1]([c:2]1[cH:3][cH:4][c:5]([CH:6]=[O:7])[cH:8][cH:9]1)[CH:20]1[CH2:19][CH2:18][N:17]([C:15]([O:14][C:10]([CH3:11])([CH3:12])[CH3:13])=[O:16])[CH2:22][CH2:21]1.